This data is from the Open Reaction Database (ORD), a public repository of structured organic reaction records. The task is: describe an organic reaction: reactants, conditions, products, and yield Reactants: COc1cc(Br)ccc1F, Cc1c(C)c(N2CCNCC2)c(C)c2c1OC(C)(C)C2, Cl. Yields the product COc1cc(N2CCN(c3c(C)c(C)c4c(c3C)CC(C)(C)O4)CC2)ccc1F. As a reaction SMILES: [Br:22][c:23]1[cH:24][c:25]([O:30][CH3:31])[c:26]([F:29])[cH:27][cH:28]1.[CH3:2][C:3]1([CH3:21])[O:4][c:5]2[c:6]([c:8]([CH3:20])[c:9]([N:14]3[CH2:15][CH2:16][NH:17][CH2:18][CH2:19]3)[c:10]([CH3:13])[c:11]2[CH3:12])[CH2:7]1.[ClH:1]>>[CH3:2][C:3]1([CH3:21])[O:4][c:5]2[c:6]([c:8]([CH3:20])[c:9]([N:14]3[CH2:15][CH2:16][N:17]([c:23]4[cH:24][c:25]([O:30][CH3:31])[c:26]([F:29])[cH:27][cH:28]4)[CH2:18][CH2:19]3)[c:10]([CH3:13])[c:11]2[CH3:12])[CH2:7]1. Starting materials: ClC1=C(C=CC=C1)C1=NCC=2N(C3=C1C=C(S3)CC)C(=NN2)CNC(C2=CC(=C(C=C2)Cl)Cl)=O (N-(4-(2-chlorophenyl)-2-ethyl-6H-thieno[3,2-f] [1,2,4]triazolo[4,3-a] [1,4]diazepin-9-ylmethyl)-3,4-dichlorobenzamide), S(O)(O)(=O)=O (sulfuric acid), C(O)([O-])=O.[Na+] (sodium hydrogencarbonate), N(=O)[O-].[Na+] (Sodium nitrite). The solvent is O1CCOCC1 (dioxane), O (Water). Run at temperature 80 celsius, time 1.5 hour. Product: ClC1=C(C(=O)C2=C(SC(=C2)CC)N2C(=NN=C2CNC(C2=CC(=C(C=C2)Cl)Cl)=O)CO)C=CC=C1 (N-(4-(3-(2-chlorobenzoyl)-5-ethylthiophen-2-yl)-3-hydroxymethyl[1,2,4]triazol-5-ylmethyl)-3,4-dichlorobenzamide). Reaction SMILES: [Cl:1][C:2]1[CH:7]=[CH:6][CH:5]=[CH:4][C:3]=1[C:8]1[C:14]2[CH:15]=[C:16]([CH2:18][CH3:19])[S:17][C:13]=2[N:12]2[C:20]([CH2:23][NH:24][C:25](=[O:34])[C:26]3[CH:31]=[CH:30][C:29]([Cl:32])=[C:28]([Cl:33])[CH:27]=3)=[N:21][N:22]=[C:11]2CN=1.S(=O)(=O)(O)O.N([O-])=[O:41].[Na+].[C:44](=[O:47])([O-])O.[Na+]>O1CCOCC1.O>[Cl:1][C:2]1[CH:7]=[CH:6][CH:5]=[CH:4][C:3]=1[C:8]([C:14]1[CH:15]=[C:16]([CH2:18][CH3:19])[S:17][C:13]=1[N:12]1[C:20]([CH2:23][NH:24][C:25](=[O:34])[C:26]2[CH:31]=[CH:30][C:29]([Cl:32])=[C:28]([Cl:33])[CH:27]=2)=[N:21][N:22]=[C:11]1[CH2:44][OH:47])=[O:41] |f:2.3,4.5|. Procedure: Water (20 ml) and dioxane (20 ml) were added to N-(4-(2-chlorophenyl)-2-ethyl-6H-thieno[3,2-f] [1,2,4]triazolo[4,3-a] [1,4]diazepin-9-ylmethyl)-3,4-dichlorobenzamide (3.0 g), and conc. sulfuric acid (1.2 ml) was dropwise added with vigorous stirring. Then, the mixture was stirred at 80° C. for 1.5 hours. Sodium nitrite (3.9 g) was added, and the mixture was further stirred for 1 hour. A saturated aqueous sodium hydrogencarbonate solution was added to the reaction mixture, and the mixture was ext... Starting materials: [Li]C(C)(C)C, C1CCOC1, Cc1sc(C(=O)O)cc1CC(C)C, CCI. The product is CCc1c(C(=O)O)sc(C)c1CC(C)C. Reaction SMILES: [C:1]([CH3:2])([Li:3])([CH3:4])[CH3:5].[CH2:22]1[O:23][CH2:24][CH2:25][CH2:26]1.[CH2:6]([CH:7]([CH3:8])[CH3:9])[c:10]1[cH:11][c:12]([C:16](=[O:17])[OH:18])[s:13][c:14]1[CH3:15].[I:19][CH2:20][CH3:21]>>[CH2:1]([CH3:2])[c:11]1[c:10]([CH2:6][CH:7]([CH3:8])[CH3:9])[c:14]([CH3:15])[s:13][c:12]1[C:16](=[O:17])[OH:18]. Reactants: O=C([O-])[O-], CN(C)C=O, CC(C)n1cc2c3c(cccc31)C1CC(C(=O)O)CN(C)C1C2, CC(C)COC(=O)Cl, [K+], [K+], NC1CCCCC1, [NH4+], [OH-], O. Product: CC(C)n1cc2c3c(cccc31)C1CC(C(=O)NC3CCCCC3)CN(C)C1C2. Reaction SMILES: [C:24](=[O:25])([O-:26])[O-:27].[CH3:48][N:49]([CH3:50])[CH:51]=[O:52].[CH:1]([CH3:2])([CH3:3])[n:4]1[cH:5][c:6]2[c:19]3[c:14]([cH:15][cH:16][cH:17][c:18]13)[CH:13]1[CH:8]([CH2:7]2)[N:9]([CH3:23])[CH2:10][CH:11]([C:20](=[O:21])[OH:22])[CH2:12]1.[Cl:30][C:31]([O:32][CH2:33][CH:34]([CH3:35])[CH3:36])=[O:37].[K+:28].[K+:29].[NH2:38][CH:39]1[CH2:40][CH2:41][CH2:42][CH2:43][CH2:44]1.[NH4+:45].[OH-:46].[OH2:47]>>[CH:1]([CH3:2])([CH3:3])[n:4]1[cH:5][c:6]2[c:19]3[c:14]([cH:15][cH:16][cH:17][c:18]13)[CH:13]1[CH:8]([CH2:7]2)[N:9]([CH3:23])[CH2:10][CH:11]([C:20](=[O:21])[NH:38][CH:39]2[CH2:40][CH2:41][CH2:42][CH2:43][CH2:44]2)[CH2:12]1. The reactants are C(C1=CC=CC=C1)O[C@H]1[C@@H]([C@H](C[C@H]2[C@@H]1NC(O2)=O)COCC2=CC=CC=C2)O ((3aS,4R,5R,6R,7aS)-4-(benzyloxy)-6-((benzyloxy)methyl)-5-hydroxyhexahydrobenzo[d]oxazol-2(3H)-one), O(S(=O)(=O)C(F)(F)F)C (methyl triflate), C(CC)N (n-propylamine). The solvent is C(Cl)Cl (DCM). Conditions: time 18 hour. The product is C(C1=CC=CC=C1)O[C@H]1[C@@H]([C@H](C[C@H]2[C@@H]1N=C(O2)NCCC)COCC2=CC=CC=C2)O ((3aS,4R,5R,6R,7aS)-4-(benzyloxy)-6-((benzyloxy)methyl)-2-(propylamino)-3a,4,5,6,7,7a-hexahydrobenzo[d]oxazol-5-ol). Isolated yield 30.9%. RXN SMILES: [CH2:1]([O:8][C@@H:9]1[C@H:14]2[NH:15][C:16](=O)[O:17][C@H:13]2[CH2:12][C@H:11]([CH2:19][O:20][CH2:21][C:22]2[CH:27]=[CH:26][CH:25]=[CH:24][CH:23]=2)[C@H:10]1[OH:28])[C:2]1[CH:7]=[CH:6][CH:5]=[CH:4][CH:3]=1.O(C)S(C(F)(F)F)(=O)=O.[CH2:38]([NH2:41])[CH2:39][CH3:40]>C(Cl)Cl>[CH2:1]([O:8][C@@H:9]1[C@H:14]2[N:15]=[C:16]([NH:41][CH2:38][CH2:39][CH3:40])[O:17][C@H:13]2[CH2:12][C@H:11]([CH2:19][O:20][CH2:21][C:22]2[CH:23]=[CH:24][CH:25]=[CH:26][CH:27]=2)[C@H:10]1[OH:28])[C:2]1[CH:3]=[CH:4][CH:5]=[CH:6][CH:7]=1. Procedure: To a solution of (3aS,4R,5R,6R,7aS)-4-(benzyloxy)-6-((benzyloxy)methyl)-5-hydroxyhexahydrobenzo[d]oxazol-2(3H)-one (60 mg, 0.16 mmol) in dry DCM (2 mL) under N2 at 0° C. was added methyl triflate (0.035 mL, 0.32 mmol) dropwise. The mixture was stirred at room temperature for 18 h, cooled to 0° C. and n-propylamine (0.131 mL, 1.6 mmol) was added. The mixture was further stirred at 0° C. for 5 h. The mixture was diluted with aqueous satd. NaHCO3 (15 mL) and extracted with DCM (2×15 mL). The extrac...